From a dataset of the Open Reaction Database (ORD), a public repository of structured organic reaction records. describe an organic reaction: reactants, conditions, products, and yield Reactants: CC1=CC=C(C=N1)CO ((6-methylpyridin-3-yl)methanol), S(=O)(Br)Br (thionyl bromide). Solvent: ClCCl (dichloromethane). Product: Br.BrCC=1C=CC(=NC1)C (5-(Bromomethyl)-2-methylpyridine Hydrobromide). RXN SMILES: [CH3:1][C:2]1[N:7]=[CH:6][C:5]([CH2:8]O)=[CH:4][CH:3]=1.S(Br)([Br:12])=O>ClCCl>[BrH:12].[Br:12][CH2:8][C:5]1[CH:4]=[CH:3][C:2]([CH3:1])=[N:7][CH:6]=1 |f:3.4|. Reported procedure: A solution of (6-methylpyridin-3-yl)methanol (J. Med. Chem. 43; 18; 2000; 3386) (492 mg, 4 mmol) and thionyl bromide (4.16 g, 20 mmol) in dichloromethane (20 ml) was stirred at room temperature for 3 hours. The reaction was concentrated under reduced pressure and the residue azeotroped with dichloromethane. The residual red oil was triturated well with ether to afford the title compound as an orange powder, 1.39 g; 1H NMR (DMSOd6, 400 MHz) δ: 2.64 (s, 3H), 4.81 (s, 2H), 7.81 (d, 1H), 8.42 (d, 1H... The reactants are COC(=O)CCC(O)c1ccc(NS(C)(=O)=O)cc1, ClCCl. Product: CS(=O)(=O)Nc1ccc(C2CCC(=O)O2)cc1. As a reaction SMILES: [CH3:1][S:2](=[O:3])(=[O:4])[NH:5][c:6]1[cH:7][cH:8][c:9]([CH:12]([CH2:13][CH2:14][C:15]([O:17][CH3:16])=[O:18])[OH:19])[cH:10][cH:11]1.[Cl:20][CH2:21][Cl:22]>>[CH3:1][S:2](=[O:3])(=[O:4])[NH:5][c:6]1[cH:7][cH:8][c:9]([CH:12]2[CH2:13][CH2:14][C:15](=[O:17])[O:19]2)[cH:10][cH:11]1. Starting materials: O=S(=O)(Cl)c1ccc(Cl)cc1Cl, CCOC(=O)Cc1ccc(Oc2ccc3c(cc(C)n3C)c2N)c(OC)c1, c1ccncc1. The product is CCOC(=O)Cc1ccc(Oc2ccc3c(cc(C)n3C)c2NS(=O)(=O)c2ccc(Cl)cc2Cl)c(OC)c1. RXN SMILES: [Cl:28][c:29]1[c:30]([S:36](=[O:37])(=[O:38])[Cl:39])[cH:31][cH:32][c:33]([Cl:35])[cH:34]1.[NH2:1][c:2]1[c:3]2[cH:4][c:5]([CH3:27])[n:6]([CH3:26])[c:7]2[cH:8][cH:9][c:10]1[O:11][c:12]1[c:13]([O:24][CH3:25])[cH:14][c:15]([CH2:18][C:19](=[O:20])[O:21][CH2:22][CH3:23])[cH:16][cH:17]1.[cH:40]1[cH:41][cH:42][n:43][cH:44][cH:45]1>>[NH:1]([c:2]1[c:3]2[cH:4][c:5]([CH3:27])[n:6]([CH3:26])[c:7]2[cH:8][cH:9][c:10]1[O:11][c:12]1[c:13]([O:24][CH3:25])[cH:14][c:15]([CH2:18][C:19](=[O:20])[O:21][CH2:22][CH3:23])[cH:16][cH:17]1)[S:36]([c:30]1[c:29]([Cl:28])[cH:34][c:33]([Cl:35])[cH:32][cH:31]1)(=[O:37])=[O:38]. Reaction SMILES: [C:11]([CH:12]=[O:13])(=[O:14])[O:15][CH2:16][CH2:17][CH2:18][CH3:19].[CH2:25]([Cl:26])[Cl:27].[CH3:1][Si:2]([O:3][C:4](=[CH:5][CH3:6])[CH2:7][CH3:8])([CH3:9])[CH3:10].[Na+:20].[OH:21][C:22](=[O:23])[O-:24].[Ti:28]>>[CH3:1][Si:2]([O:3][C:4](=[CH:5][CH3:6])[CH:7]([CH3:8])[CH:12]([C:11](=[O:14])[O:15][CH2:16][CH2:17][CH2:18][CH3:19])[OH:13])([CH3:9])[CH3:10]. Product: CC=C(O[Si](C)(C)C)C(C)C(O)C(=O)OCCCC. The reactants are CCCCOC(=O)C=O, ClCCl, CC=C(CC)O[Si](C)(C)C, [Na+], O=C([O-])O, [Ti]. The reactants are OC1=C(C=CC(=C1)O)C (2,4-dihydroxytoluene), OS(=O)(=O)O (H2SO4), C(C)OC(CC(=O)C)=O (ethylacetoacetate). The product is CC1=CC(OC2=CC(=C(C=C12)C)O)=O (4,6-dimethyl-7-hydroxycoumarin). RXN SMILES: [OH:1][C:2]1C=C(O)[CH:5]=[CH:4][C:3]=1[CH3:9].OS(O)(=O)=O.[CH2:15]([O:17][C:18](=[O:23])[CH2:19][C:20]([CH3:22])=O)[CH3:16]>>[CH3:22][C:20]1[C:5]2[C:15](=[CH:16][C:2]([OH:1])=[C:3]([CH3:9])[CH:4]=2)[O:17][C:18](=[O:23])[CH:19]=1. Reported procedure: A solution of 2,4-dihydroxytoluene (10.0 g) in ethylacetoacetate (12 ml) was poured in small portion into conc. H2SO4 (26 ml), chilling in an ice bath. After the addition was completed the solid obtained was separated by filtration, washed several times with water up to neutrality of the washings, dried and crystallized from MeOH, yielding 4,6-dimethyl-7-hydroxycoumarin (III) (10.64 g; m.p. 273° C.). ##STR9## Starting materials: COc1cc(N)n[nH]1, CCO, Clc1nc(Cl)c(Cl)c(Cl)n1, Cl. Product: COc1cc(Nc2nc(Cl)nc(Cl)c2Cl)n[nH]1. As a reaction SMILES: [CH3:12][O:13][c:14]1[cH:15][c:16]([NH2:19])[n:17][nH:18]1.[CH3:20][CH2:21][OH:22].[Cl:1][c:2]1[n:3][c:4]([Cl:10])[c:5]([Cl:9])[c:6]([Cl:8])[n:7]1.[ClH:11]>>[Cl:1][c:2]1[n:3][c:4]([NH:19][c:16]2[cH:15][c:14]([O:13][CH3:12])[nH:18][n:17]2)[c:5]([Cl:9])[c:6]([Cl:8])[n:7]1. The product is [N+](=O)([O-])C1=C(C(=CC=C1)[N+](=O)[O-])C=C (1,3-dinitro-2-vinylbenzene). The reagents and catalysts are C=1C=CC(=CC1)/C=C/C(=O)/C=C/C2=CC=CC=C2.C=1C=CC(=CC1)/C=C/C(=O)/C=C/C2=CC=CC=C2.C=1C=CC(=CC1)/C=C/C(=O)/C=C/C2=CC=CC=C2.[Pd].[Pd] (tris(dibenzylideneacetone)dipalladium), [Cu]I (copper(I) iodide). The reactants are ClC1=C(C=CC=C1[N+](=O)[O-])[N+](=O)[O-] (1-Chloro-2,6-dinitrobenzene), O1C(=CC=C1)P(C=1OC=CC1)C=1OC=CC1 (tri-2-furylphosphine), [Cl-].[Li+] (lithium chloride), C(CCC)[Sn](C=C)(CCCC)CCCC (tributylethenylstannane). Run in CN(C=O)C (N,N-dimethylformamide). Run at time 8 hour. Isolated yield 349.1%. Procedure details: 1-Chloro-2,6-dinitrobenzene (1.00 g, 4.94 mmoles, purchased from Lancaster) tris(dibenzylideneacetone)dipalladium (0.113 g, 0.123 mmoles), tri-2-furylphosphine (0.229 g, 0.987 mmoles), copper(I) iodide (0.094 g, 0.494 mmoles), and lithium chloride (0.628 g, 14.8 mmoles) in N,N-dimethylformamide (15 mL) were treated with tributylethenylstannane (2.90 mL, 9.87 mmoles). The reaction mixture was degassed with nitrogen, stirred overnight at room temperature and then heated at 80° C. for 4 hours. The ... As a reaction SMILES: Cl[C:2]1[C:7]([N+:8]([O-:10])=[O:9])=[CH:6][CH:5]=[CH:4][C:3]=1[N+:11]([O-:13])=[O:12].O1C=C[CH:16]=[C:15]1P(C1OC=CC=1)C1OC=CC=1.[Cl-].[Li+].C([Sn](CCCC)(CCCC)C=C)CCC>CN(C)C=O.C1C=CC(/C=C/C(/C=C/C2C=CC=CC=2)=O)=CC=1.C1C=CC(/C=C/C(/C=C/C2C=CC=CC=2)=O)=CC=1.C1C=CC(/C=C/C(/C=C/C2C=CC=CC=2)=O)=CC=1.[Pd].[Pd].[Cu]I>[N+:11]([C:3]1[CH:4]=[CH:5][CH:6]=[C:7]([N+:8]([O-:10])=[O:9])[C:2]=1[CH:15]=[CH2:16])([O-:13])=[O:12] |f:2.3,6.7.8.9.10|. Reaction SMILES: [CH:35]([Cl:36])([Cl:37])[Cl:38].[OH:1][C:2]1([CH2:15][c:16]2[n:17][c:18]([NH:22][c:23]3[s:24][cH:25][cH:26][n:27]3)[cH:19][cH:20][cH:21]2)[CH2:3][CH2:4][N:5]([C:8]([O:9][C:10]([CH3:11])([CH3:12])[CH3:13])=[O:14])[CH2:6][CH2:7]1.[OH:28][C:29]([C:30]([F:31])([F:32])[F:33])=[O:34]>>[OH:1][C:2]1([CH2:15][c:16]2[n:17][c:18]([NH:22][c:23]3[s:24][cH:25][cH:26][n:27]3)[cH:19][cH:20][cH:21]2)[CH2:3][CH2:4][NH:5][CH2:6][CH2:7]1. The product is OC1(Cc2cccc(Nc3nccs3)n2)CCNCC1. Reactants: ClC(Cl)Cl, CC(C)(C)OC(=O)N1CCC(O)(Cc2cccc(Nc3nccs3)n2)CC1, O=C(O)C(F)(F)F. Starting materials: CCOC(=O)CC1OCCc2cc(Br)ccc21, C1CCCCC1, CCO, Cc1ccccc1, [Na+], [OH-], O. The product is O=C(O)CC1OCCc2cc(Br)ccc21. As a reaction SMILES: [CH2:1]([CH3:2])[O:3][C:4]([CH2:5][CH:6]1[O:7][CH2:8][CH2:9][c:10]2[c:11]1[cH:12][cH:13][c:14]([Br:16])[cH:15]2)=[O:17].[CH2:21]1[CH2:22][CH2:23][CH2:24][CH2:25][CH2:26]1.[CH3:27][CH2:28][OH:29].[CH3:30][c:31]1[cH:32][cH:33][cH:34][cH:35][cH:36]1.[Na+:19].[OH-:18].[OH2:20]>>[O:3]=[C:4]([CH2:5][CH:6]1[O:7][CH2:8][CH2:9][c:10]2[c:11]1[cH:12][cH:13][c:14]([Br:16])[cH:15]2)[OH:17].